Dataset: the Open Reaction Database (ORD), a public repository of structured organic reaction records. Task: describe an organic reaction: reactants, conditions, products, and yield Reactants: COC(=O)Cc1cccc(Oc2ccc(C(F)(F)F)cc2C=O)c1, NC1Cc2ccccc2C1O. Yields the product COC(=O)Cc1cccc(Oc2ccc(C(F)(F)F)cc2CNC2Cc3ccccc3C2O)c1. Reaction SMILES: [CH3:1][O:2][C:3]([CH2:4][c:5]1[cH:6][c:7]([O:11][c:12]2[c:13]([CH:22]=[O:23])[cH:14][c:15]([C:18]([F:19])([F:20])[F:21])[cH:16][cH:17]2)[cH:8][cH:9][cH:10]1)=[O:24].[NH2:25][CH:26]1[CH:27]([OH:35])[c:28]2[cH:29][cH:30][cH:31][cH:32][c:33]2[CH2:34]1>>[CH3:1][O:2][C:3]([CH2:4][c:5]1[cH:6][c:7]([O:11][c:12]2[c:13]([CH2:22][NH:25][CH:26]3[CH:27]([OH:35])[c:28]4[cH:29][cH:30][cH:31][cH:32][c:33]4[CH2:34]3)[cH:14][c:15]([C:18]([F:19])([F:20])[F:21])[cH:16][cH:17]2)[cH:8][cH:9][cH:10]1)=[O:24]. Reaction SMILES: [CH3:1][C:2]1[CH:7]=[C:6]([C:8](O)=[O:9])[CH:5]=[CH:4][C:3]=1[C:11]1[CH:16]=[CH:15][CH:14]=[CH:13][C:12]=1[C:17]([F:20])([F:19])[F:18].C1C=CN2CC3C=CC=CC=3NCC=12.C(N(CC)C(C)C)(C)C>S(Cl)(Cl)=O.ClCCl>[CH3:1][C:2]1[CH:7]=[C:6]([CH:8]=[O:9])[CH:5]=[CH:4][C:3]=1[C:11]1[CH:16]=[CH:15][CH:14]=[CH:13][C:12]=1[C:17]([F:18])([F:19])[F:20]. The yield is 116.9%. Product: CC1=C(C=CC(=C1)C=O)C1=C(C=CC=C1)C(F)(F)F ((2-methyl-2′-trifluoromethyl-[1,1′-biphenyl]-4-yl]methanone). The solvent is ClCCl (dichloromethane), ClCCl (dichloromethane), S(=O)(Cl)Cl (thionyl chloride). Conditions: time 2 hour. Reactants: acid chloride, C=1C=CN2C1CNC1=C(C2)C=CC=C1 (10,11-dihydro-5H-pyrrolo[2,1-c][1,4]benzodiazepine), C(C)(C)N(C(C)C)CC (N,N-diisopropylethyl amine), CC1=C(C=CC(=C1)C(=O)O)C1=C(C=CC=C1)C(F)(F)F ((2-Methyl-2′-trifluoromethyl-[1,1′-biphenyl]-4-yl)-carboxylic acid). Procedure details: A suspension of (2-methyl-2′-trifluoromethyl-[1,1′-biphenyl]-4-yl)-carboxylic acid of Step C (0.50 g, 1.78 mmol) in thionyl chloride (3 mL) was heated at reflux for 90 minutes. After cooling, the thionyl chloride was removed in vacuo and the residue dissolved in toluene. The solution was concentrated in vacuo to yield the crude acid chloride as a brown oil. The acid chloride was dissolved in dichloromethane (5 mL) and slowly added to a solution of 10,11-dihydro-5H-pyrrolo[2,1-c][1,4]benzodiazepi... The reactants are OC=C1C(C2=CC(=CC=C2C1)OCC)=O (2-hydroxymethylene-6-ethoxy-1-indanone), N(N)C[C@@H](C)O ((R)-1-hydrazino-2-propanol), C1(=CC=C(C=C1)S(=O)(=O)O)C (p-toluenesulfonic acid), O (water), C1(=CC=CC=C1)C (toluene). Run at time 1 hour. The product is C(C)OC1=C2C=C3N(N=CC3=C2CC=C1)C[C@@H](C)O ((R)-1-(7-ethoxy-1,4-dihydro-indeno[2,1-c]pyrazol-1-yl )-propan-2-ol). Yield: 77.0%. RXN SMILES: [OH:1][CH:2]=[C:3]1CC2C(=CC(OCC)=CC=2)C1=O.[NH:16]([CH2:18][C@H:19]([OH:21])[CH3:20])[NH2:17].[C:22]1([CH3:32])[CH:27]=[CH:26][C:25](S(O)(=O)=O)=[CH:24][CH:23]=1.O.[C:34]1(C)[CH:39]=CC=C[CH:35]=1>>[CH2:2]([O:1][C:23]1[CH:24]=[CH:25][CH2:26][C:27]2[C:22]=1[CH:32]=[C:35]1[C:34]=2[CH:39]=[N:17][N:16]1[CH2:18][C@H:19]([OH:21])[CH3:20])[CH3:3]. Procedure details: A solution of 0.5 g (2.45 mmol) of 2-hydroxymethylene-6-ethoxy-1-indanone, 0.27 g (2.94 mmol) of (R)-1-hydrazino-2-propanol and 50 mg of p-toluenesulfonic acid in 50 ml of anhydrous toluene was heated on a water separator for 1 hour. After concentration in a vacuum, the reaction mixture was purified by column chromatography on silica gel (ethyl acetate). 0.49 g (77%) of (R)-1-(7-ethoxy-1,4-dihydro-indeno[2,1-c]pyrazol-1-yl )-propan-2-ol was obtained as a yellow solid which was used directly in t... Starting materials: N[C@H](C(=O)O)[C@@H](C)C1=CN(C2=CC=CC=C12)C(=O)OC(C)(C)C ((2S,3S)-2-amino-3-(1-(tert-butoxycarbonyl)-1H-indol-3-yl)butanoic acid), [Cl-].[NH4+] (ammonium chloride), C([O-])(O)=O.[Na+] (Sodium bicarbonate), O=C1N(C(CC1)=O)C(=O)OCC1C2=CC=CC=C2C=2C=CC=CC12 ((9H-fluoren-9-yl)methyl 2,5-dioxopyrrolidine-1-carboxylate). Solvent: O (Water), C1CCOC1 (THF). Conditions: time 16 hour. Yields the product C1=CC=CC=2C3=CC=CC=C3C(C12)COC(=O)N[C@H](C(=O)O)[C@@H](C)C1=CN(C2=CC=CC=C12)C(=O)OC(C)(C)C ((2S,3S)-2-((((9H-fluoren-9-yl)methoxy)carbonyl)amino)-3-(1-(tert-butoxycarbonyl)-1H-indol-3-yl)butanoic acid). Reaction SMILES: [NH2:1][C@@H:2]([C@H:6]([C:8]1[C:16]2[C:11](=[CH:12][CH:13]=[CH:14][CH:15]=2)[N:10]([C:17]([O:19][C:20]([CH3:23])([CH3:22])[CH3:21])=[O:18])[CH:9]=1)[CH3:7])[C:3]([OH:5])=[O:4].C(=O)(O)[O-].[Na+].O=C1CCC(=O)N1[C:36]([O:38][CH2:39][CH:40]1[C:52]2[CH:51]=[CH:50][CH:49]=[CH:48][C:47]=2[C:46]2[C:41]1=[CH:42][CH:43]=[CH:44][CH:45]=2)=[O:37].[Cl-].[NH4+]>O.C1COCC1>[CH:51]1[C:52]2[CH:40]([CH2:39][O:38][C:36]([NH:1][C@@H:2]([C@H:6]([C:8]3[C:16]4[C:11](=[CH:12][CH:13]=[CH:14][CH:15]=4)[N:10]([C:17]([O:19][C:20]([CH3:22])([CH3:21])[CH3:23])=[O:18])[CH:9]=3)[CH3:7])[C:3]([OH:5])=[O:4])=[O:37])[C:41]3[C:46](=[CH:45][CH:44]=[CH:43][CH:42]=3)[C:47]=2[CH:48]=[CH:49][CH:50]=1 |f:1.2,4.5|. Procedure details: (2S,3S)-2-amino-3-(1-(tert-butoxycarbonyl)-1H-indol-3-yl)butanoic acid (2197 mg, 6.9 mmol) was dissolved in a mixture of Water (35 mL) and THF (100 mL). Sodium bicarbonate (2174 mg, 25.9 mmol) and (9H-fluoren-9-yl)methyl 2,5-dioxopyrrolidine-1-carboxylate (4434 mg, 13.80 mmol) were added to the solution and the reaction was stirred for 16 h. Saturated ammonium chloride solution (200 mL) was added to the reaction and the solvent was then removed under vacuum. The remaining aqueous layer was extra... Reactants: O=C1CCN(CC1)CCCN1C(NC2=C1C=CC=C2)=O (N-[3-(4-oxo-piperidino)-propyl]-benzimidazolone), N (ammonia), CN1C=CC2=CC=CC=C12 (1-methylindole), P(O)(O)(O)=O (phosphoric acid). Solvent: C(C)(=O)O (acetic acid). Run at time 6 day. Yields the product CN1C=C(C2=CC=CC=C12)C1CCN(CC1)CCCN1C(NC2=C1C=CC=C2)=O (N-{3-[4-(1-Methyl-3-indolyl)-piperidino]-propyl}-benzimidazolone). RXN SMILES: O=[C:2]1[CH2:7][CH2:6][N:5]([CH2:8][CH2:9][CH2:10][N:11]2[C:15]3[CH:16]=[CH:17][CH:18]=[CH:19][C:14]=3[NH:13][C:12]2=[O:20])[CH2:4][CH2:3]1.[CH3:21][N:22]1[C:30]2[C:25](=[CH:26][CH:27]=[CH:28][CH:29]=2)[CH:24]=[CH:23]1.P(=O)(O)(O)O.N>C(O)(=O)C>[CH3:21][N:22]1[C:30]2[C:25](=[CH:26][CH:27]=[CH:28][CH:29]=2)[C:24]([CH:2]2[CH2:7][CH2:6][N:5]([CH2:8][CH2:9][CH2:10][N:11]3[C:15]4[CH:16]=[CH:17][CH:18]=[CH:19][C:14]=4[NH:13][C:12]3=[O:20])[CH2:4][CH2:3]2)=[CH:23]1. Reported procedure: A mixture consisting of 2.7 gm of N-[3-(4-oxo-piperidino)-propyl]-benzimidazolone, 1.3 gm of 1-methylindole, 40 ml of acetic acid and 10 ml of 2 N phosphoric acid was allowed to stand at 20° C. for 6 days. Thereafter, the reaction mixture was poured into a mixture of ice and ammonia, the aqueous mixture was extracted with ethyl acetate, and the extract solution was dried and evaporated in vacuo to dryness. The residue was purified by chromatography on silica, using methylene chloride/methanol/am... Starting materials: BrC1=CC=C(C=N1)C(=O)C1=CNC2=NC=CC=C21 ((6-Bromo-pyridin-3-yl)-(1H-pyrrolo[2,3-b]pyridin-3-yl)-methanone), FC(C1=CC=C(C(=O)N)C=C1)(F)F (4-trifluoromethyl-benzamide), CC1(C2=C(C(=CC=C2)P(C3=CC=CC=C3)C4=CC=CC=C4)OC5=C(C=CC=C51)P(C6=CC=CC=C6)C7=CC=CC=C7)C (xanthphos), C([O-])([O-])=O.[Cs+].[Cs+] (cesium carbonate). Reagents/catalysts: C=1C=CC(=CC1)/C=C/C(=O)/C=C/C2=CC=CC=C2.C=1C=CC(=CC1)/C=C/C(=O)/C=C/C2=CC=CC=C2.C=1C=CC(=CC1)/C=C/C(=O)/C=C/C2=CC=CC=C2.[Pd].[Pd] (tris(dibenzylideneacetone)dipalladium). The solvent is C1(=CC=CC=C1)C (toluene). Run at temperature 110 celsius, time 1 hour. Yields the product N1C=C(C=2C1=NC=CC2)C(=O)C=2C=CC(=NC2)NC(C2=CC=C(C=C2)C(F)(F)F)=O (N-[5-(1H-Pyrrolo[2,3-b]pyridine-3-carbonyl)-pyridin-2-yl]-4-trifluoromethyl-benzamide). Isolated yield 0.2%. Reaction SMILES: Br[C:2]1[N:7]=[CH:6][C:5]([C:8]([C:10]2[C:18]3[C:13](=[N:14][CH:15]=[CH:16][CH:17]=3)[NH:12][CH:11]=2)=[O:9])=[CH:4][CH:3]=1.[F:19][C:20]([F:31])([F:30])[C:21]1[CH:29]=[CH:28][C:24]([C:25]([NH2:27])=[O:26])=[CH:23][CH:22]=1.CC1(C)C2C(=C(P(C3C=CC=CC=3)C3C=CC=CC=3)C=CC=2)OC2C(P(C3C=CC=CC=3)C3C=CC=CC=3)=CC=CC1=2.C(=O)([O-])[O-].[Cs+].[Cs+]>C1(C)C=CC=CC=1.C1C=CC(/C=C/C(/C=C/C2C=CC=CC=2)=O)=CC=1.C1C=CC(/C=C/C(/C=C/C2C=CC=CC=2)=O)=CC=1.C1C=CC(/C=C/C(/C=C/C2C=CC=CC=2)=O)=CC=1.[Pd].[Pd]>[NH:12]1[C:13]2=[N:14][CH:15]=[CH:16][CH:17]=[C:18]2[C:10]([C:8]([C:5]2[CH:4]=[CH:3][C:2]([NH:27][C:25](=[O:26])[C:24]3[CH:28]=[CH:29][C:21]([C:20]([F:30])([F:31])[F:19])=[CH:22][CH:23]=3)=[N:7][CH:6]=2)=[O:9])=[CH:11]1 |f:3.4.5,7.8.9.10.11|. Procedure details: A mixture of (6-bromo-pyridin-3-yl)-(1H-pyrrolo[2,3-b]pyridin-3-yl)-methanone (87, 160 mg, 0.53 mmol), 4-trifluoromethyl benzamide (51, 130 mg, 0.69 mmol), xanthphos (9 mg, 0.02 mmol), cesium carbonate (245 mg, 0.752 mmol), and tris(dibenzylideneacetone)dipalladium (0) (5 mg, 0.005 mmol) in toluene (2 mL) in a sealed tube was stirred at 110° C. for 1 hour. The reaction was quenched with water and extracted with dichloromethane. The organic layer was collected, washed with brine and dried over so... Starting materials: CC1CNCCN1c1ccc2nnc(C(F)(F)F)n2n1, O=Cc1cccnc1. Yields the product CC1CN(Cc2cccnc2)CCN1c1ccc2nnc(C(F)(F)F)n2n1. RXN SMILES: [CH3:9][CH:10]1[N:11]([c:16]2[cH:17][cH:18][c:19]3[n:20]([n:21]2)[c:22]([C:25]([F:26])([F:27])[F:28])[n:23][n:24]3)[CH2:12][CH2:13][NH:14][CH2:15]1.[n:1]1[cH:2][c:3]([CH:7]=[O:8])[cH:4][cH:5][cH:6]1>>[n:1]1[cH:2][c:3]([CH2:7][N:14]2[CH2:13][CH2:12][N:11]([c:16]3[cH:17][cH:18][c:19]4[n:20]([n:21]3)[c:22]([C:25]([F:26])([F:27])[F:28])[n:23][n:24]4)[CH:10]([CH3:9])[CH2:15]2)[cH:4][cH:5][cH:6]1. Starting materials: CCOCC, CNCCC(c1ccccc1)c1ccccc1, C=CC(C)=O. Product: CC(=O)CCN(C)CCC(c1ccccc1)c1ccccc1. Reaction SMILES: [CH3:23][CH2:24][O:25][CH2:26][CH3:27].[CH3:6][NH:7][CH2:8][CH2:9][CH:10]([c:11]1[cH:12][cH:13][cH:14][cH:15][cH:16]1)[c:17]1[cH:18][cH:19][cH:20][cH:21][cH:22]1.[O:1]=[C:2]([CH:3]=[CH2:4])[CH3:5]>>[O:1]=[C:2]([CH2:3][CH2:4][N:7]([CH3:6])[CH2:8][CH2:9][CH:10]([c:11]1[cH:12][cH:13][cH:14][cH:15][cH:16]1)[c:17]1[cH:18][cH:19][cH:20][cH:21][cH:22]1)[CH3:5].